Dataset: the Open Reaction Database (ORD), a public repository of structured organic reaction records. Task: describe an organic reaction: reactants, conditions, products, and yield Starting materials: ClC=1C=2N(C3=CC(=CC=C3N1)F)C(=NN2)OC (4-chloro-8-fluoro-1-methoxy-[1,2,4]triazolo[4,3-a]quinoxaline), C(C1=CC=CC=C1)N (benzylamine). The solvent is CCOC(=O)C (EtOAc), Br.CC(=O)O (HBr AcOH), CN(C)C=O (DMF). Run at time 18 hour. Yields the product C(C1=CC=CC=C1)NC=1C=2N(C3=CC(=CC=C3N1)F)C(NN2)=O (4-Benzylamino-8-fluoro-2H-[1,2,4]triazolo[4,3-a]quinoxaline-1-one). As a reaction SMILES: Cl[C:2]1[C:3]2[N:4]([C:13]([O:16]C)=[N:14][N:15]=2)[C:5]2[C:10]([N:11]=1)=[CH:9][CH:8]=[C:7]([F:12])[CH:6]=2.[CH2:18]([NH2:25])[C:19]1[CH:24]=[CH:23][CH:22]=[CH:21][CH:20]=1>CN(C=O)C.CCOC(C)=O.Br.CC(O)=O>[CH2:18]([NH:25][C:2]1[C:3]2[N:4]([C:13](=[O:16])[NH:14][N:15]=2)[C:5]2[C:10]([N:11]=1)=[CH:9][CH:8]=[C:7]([F:12])[CH:6]=2)[C:19]1[CH:24]=[CH:23][CH:22]=[CH:21][CH:20]=1 |f:4.5|. Procedure details: To a solution of 500 mg of 4-chloro-8-fluoro-1-methoxy-[1,2,4]triazolo[4,3-a]quinoxaline in DMF (6.0 mL) was added 637 mg of benzylamine. This solution was stirred at room temperature for 18 hrs. and then diluted with EtOAc and washed with water and saturated lithium chloride. The extracts were dried over sodium sulfate, filtered, and concentrated and the residue was separated by silica gel chromatography to give a yellow solid. This material was dissolved in a 1:1.5 mixture of 48% HBr/AcOH, and... Reactants: CN(C(NC(SC1CCCCC1)=N)=O)C (cyclohexyl 4,4-dimethylthioallophanimidate), C(C)(C)(C)N=C=O (t-butylisocyanate). Run in C(Cl)Cl (methylene chloride). Yields the product CN(C(=O)N=C(NC(=O)NC(C)(C)C)SC1CCCCC1)C (cyclohexyl N-dimethylcarbamoyl-4-t-butylthioallophanimidate). Reaction SMILES: [CH3:1][N:2]([CH3:15])[C:3](=[O:14])[NH:4][C:5](=[NH:13])[S:6][CH:7]1[CH2:12][CH2:11][CH2:10][CH2:9][CH2:8]1.[C:16]([N:20]=[C:21]=[O:22])([CH3:19])([CH3:18])[CH3:17]>C(Cl)Cl>[CH3:1][N:2]([CH3:15])[C:3]([N:4]=[C:5]([S:6][CH:7]1[CH2:8][CH2:9][CH2:10][CH2:11][CH2:12]1)[NH:13][C:21]([NH:20][C:16]([CH3:19])([CH3:18])[CH3:17])=[O:22])=[O:14]. Procedure: A mixture of 5 parts of cyclohexyl 4,4-dimethylthioallophanimidate and 4 parts t-butylisocyanate in 70 parts of methylene chloride is refluxed for 2 hours. After evaporation of the solvent, the oily residue is triturated with petroleum-ether to give solids, which are recrystallized from cyclohexane to give pure cyclohexyl N-dimethylcarbamoyl-4-t-butylthioallophanimidate (a compound of formula I). The reactants are C([O-])([O-])=O.[Cs+].[Cs+] (cesium carbonate), COC(CCC=1SC(=CC1O)C(C1=CC(=CC=C1)C(=O)OC)=O)=O (3-[5-(3-Methoxycarbonylbenzoyl)-3-hydroxy-2-thienyl]-propionic acid methyl ester), BrCCCC/C=C/C1=CC=C(C=C1)OC ((1E)-6-bromo-1-(4-methoxyphenyl)-1-hexene). Run in CN(C=O)C (dimethylformamide). Run at time 21 hour. The product is COC(CCC=1SC(=CC1OCCCC\C=C\C1=CC=C(C=C1)OC)C(C1=CC(=CC=C1)C(=O)OC)=O)=O (3-{5-(3-Methoxycarbonylbenzoyl)-3-[6-(4-methoxyphenyl)-(5E)-5-hexenyloxy]-2-thienyl}-propionic acid methyl ester). The yield is 81.9%. Reaction SMILES: C(=O)([O-])[O-].[Cs+].[Cs+].[CH3:7][O:8][C:9](=[O:30])[CH2:10][CH2:11][C:12]1[S:13][C:14]([C:18](=[O:29])[C:19]2[CH:24]=[CH:23][CH:22]=[C:21]([C:25]([O:27][CH3:28])=[O:26])[CH:20]=2)=[CH:15][C:16]=1[OH:17].Br[CH2:32][CH2:33][CH2:34][CH2:35]/[CH:36]=[CH:37]/[C:38]1[CH:43]=[CH:42][C:41]([O:44][CH3:45])=[CH:40][CH:39]=1>CN(C)C=O>[CH3:7][O:8][C:9](=[O:30])[CH2:10][CH2:11][C:12]1[S:13][C:14]([C:18](=[O:29])[C:19]2[CH:24]=[CH:23][CH:22]=[C:21]([C:25]([O:27][CH3:28])=[O:26])[CH:20]=2)=[CH:15][C:16]=1[O:17][CH2:32][CH2:33][CH2:34][CH2:35]/[CH:36]=[CH:37]/[C:38]1[CH:39]=[CH:40][C:41]([O:44][CH3:45])=[CH:42][CH:43]=1 |f:0.1.2|. Procedure details: 804 mg of cesium carbonate is added to a solution of 430 mg of 3-[5-(3-Methoxycarbonylbenzoyl)-3-hydroxy-2-thienyl]-propionic acid methyl ester and 332 mg of (1E)-6-bromo-1-(4-methoxyphenyl)-1-hexene in 2.9 ml of dimethylformamide and the suspension is stirred for 21 hours at room temperature. The reaction mixture is filtered, the filtrate residue is washed with dichloromethane, the filtrate is concentrated by evaporation and the residue is chromatographed on silica gel with hexane. 542 mg of th... Reactants: BrC=1C=CC2=C(SCC2N)C1 ((rac)-6-bromo-2,3-dihydro-benzo[b]thiophen-3-ylamine), C(C)(C)(C)OC(=O)NC1(CC1)C(=O)O (1-tert-butoxycarbonylamino-cyclopropanecarboxylic acid). Yields the product C(C)(C)(C)OC(NC1(CC1)C(NC1C2=C(SC1)C=C(C=C2)Br)=O)=O ([1-((rac)-6-bromo-2,3-dihydro-benzo[b]thiophen-3-ylcarbamoyl)-cyclopropyl]-carbamic acid tert-butyl ester). Reaction SMILES: [Br:1][C:2]1[CH:3]=[CH:4][C:5]2[CH:9]([NH2:10])[CH2:8][S:7][C:6]=2[CH:11]=1.[C:12]([O:16][C:17]([NH:19][C:20]1([C:23](O)=[O:24])[CH2:22][CH2:21]1)=[O:18])([CH3:15])([CH3:14])[CH3:13]>>[C:12]([O:16][C:17](=[O:18])[NH:19][C:20]1([C:23](=[O:24])[NH:10][CH:9]2[CH2:8][S:7][C:6]3[CH:11]=[C:2]([Br:1])[CH:3]=[CH:4][C:5]2=3)[CH2:21][CH2:22]1)([CH3:15])([CH3:13])[CH3:14]. Reported procedure: In analogy to the procedures described for the preparation of intermediates A-1 [B] and A-1 [C], and for the preparation of example 5, (rac)-6-bromo-2,3-dihydro-benzo[b]thiophen-3-ylamine (intermediate A-9 [A]) has been coupled with 1-tert-butoxycarbonylamino-cyclopropanecarboxylic acid to give [1-((rac)-6-bromo-2,3-dihydro-benzo[b]thiophen-3-ylcarbamoyl)-cyclopropyl]-carbamic acid tert-butyl ester, which was then reacted with 4,4,4′,4′,5,5,5′,5′-octamethyl-2,2′-bi(1,3,2-dioxaborolane) and (1,1′... Reactants: [Cu](C#N)C#N (copper cyanide), BrC1=CN=C(C2=CC=CC=C12)O (4-Bromo-1-hydroxyisoquinoline), [C-]#N.[Na+] (sodium cyanide). Run in N-methyl-2-pyrrolidine. Run at temperature 180 celsius, time 4 hour. Product: C(#N)C1=CN=C(C2=CC=CC=C12)O (4-cyano-1-hydroxyisoquinoline). The yield is 52.3%. Reaction SMILES: Br[C:2]1[C:11]2[C:6](=[CH:7][CH:8]=[CH:9][CH:10]=2)[C:5]([OH:12])=[N:4][CH:3]=1.[Cu](C#N)[C:14]#[N:15].[C-]#N.[Na+]>>[C:14]([C:2]1[C:11]2[C:6](=[CH:7][CH:8]=[CH:9][CH:10]=2)[C:5]([OH:12])=[N:4][CH:3]=1)#[N:15] |f:2.3|. Procedure details: 4-Bromo-1-hydroxyisoquinoline (1.56 g) was dissolved in N-methyl-2-pyrrolidine (25 mL), and copper cyanide (1.56 g) was added thereto. The mixture was stirred at 180° C. for 4 hr with heating. The reaction mixture was added to cool to 100° C. and added to an aqueous solution (125 mL) of sodium cyanide (31.25 g). The mixture was extracted with dichloromethane and the extract was dried and concentrated under reduced pressure. The residue was purified by silica gel chromatography to give 4-cyano-1-... The reactants are C(C)OC1=CC(=C(C=C1)N)N1CCCCC1 (4-ethoxy-2-piperidin-1-yl-phenylamine), C(#N)C1=CC=C(O1)C(=O)Cl (5-cyano-furan-2-carbonyl chloride), CCN(C(C)C)C(C)C (DIEA). Product: C(C)OC1=CC(=C(C=C1)NC(=O)C=1OC(=CC1)C#N)N1CCCCC1 (5-Cyano-furan-2-carboxylic acid (4-ethoxy-2-piperidin-1-yl-phenyl)-amide). Isolated yield 54.0%. Reaction SMILES: [CH2:1]([O:3][C:4]1[CH:9]=[CH:8][C:7]([NH2:10])=[C:6]([N:11]2[CH2:16][CH2:15][CH2:14][CH2:13][CH2:12]2)[CH:5]=1)[CH3:2].[C:17]([C:19]1[O:23][C:22]([C:24](Cl)=[O:25])=[CH:21][CH:20]=1)#[N:18].CCN(C(C)C)C(C)C>>[CH2:1]([O:3][C:4]1[CH:9]=[CH:8][C:7]([NH:10][C:24]([C:22]2[O:23][C:19]([C:17]#[N:18])=[CH:20][CH:21]=2)=[O:25])=[C:6]([N:11]2[CH2:16][CH2:15][CH2:14][CH2:13][CH2:12]2)[CH:5]=1)[CH3:2]. Reported procedure: Using a procedure similar to Example 3, step (d), 4-ethoxy-2-piperidin-1-yl-phenylamine (64 mg, 0.29 mmol, as prepared in the previous step) was allowed to react with 5-cyano-furan-2-carbonyl chloride (66.6 mg, 0.430 mmol) in the presence of DIEA (111 μL, 0.63 mmol) to afford 53 mg (54%) of the title compound as a light yellow solid. 1H-NMR (CDCl3, 400 MHz): δ 9.49 (br s, 1H), 8.32 (d, 1H, J=8.9 Hz), 7.25 (d, 1H, J=2.7 Hz), 7.22 (d, 1H, J=2.8 Hz), 6.77 (d, 1H, J=2.8 Hz), 6.67 (dd, 1H, J=2.8, 8.9...